This data is from the Open Reaction Database (ORD), a public repository of structured organic reaction records. The task is: describe an organic reaction: reactants, conditions, products, and yield The reactants are COC(=O)C1=CN(C2=CC=CC=C12)CC1=CC=C(C=C1)[N+](=O)[O-] (1-(4-nitro-benzyl)-1H-indole-3-carboxylic acid methyl ester), C(C)(C)(C)C1=CC=C(C=C1)S(=O)(=O)Cl (4-tert-butylbenzenesulfonyl chloride), C(=O)(C(F)(F)F)O (TFA). Product: C(C)(C)(C)C1=CC=C(C=C1)S(=O)(=O)NC1=CC=C(CN2C=C(C3=CC=CC=C23)C(=O)O)C=C1 (1-(4-{[(4-tert-butylphenyl)sulfonyl]amino}benzyl)-1H-indole-3-carboxylic acid). Reaction SMILES: C[O:2][C:3]([C:5]1[C:13]2[C:8](=[CH:9][CH:10]=[CH:11][CH:12]=2)[N:7]([CH2:14][C:15]2[CH:20]=[CH:19][C:18]([N+:21]([O-])=O)=[CH:17][CH:16]=2)[CH:6]=1)=[O:4].[C:24]([C:28]1[CH:33]=[CH:32][C:31]([S:34](Cl)(=[O:36])=[O:35])=[CH:30][CH:29]=1)([CH3:27])([CH3:26])[CH3:25].C(O)(C(F)(F)F)=O>>[C:24]([C:28]1[CH:33]=[CH:32][C:31]([S:34]([NH:21][C:18]2[CH:19]=[CH:20][C:15]([CH2:14][N:7]3[C:8]4[C:13](=[CH:12][CH:11]=[CH:10][CH:9]=4)[C:5]([C:3]([OH:2])=[O:4])=[CH:6]3)=[CH:16][CH:17]=2)(=[O:36])=[O:35])=[CH:30][CH:29]=1)([CH3:27])([CH3:25])[CH3:26]. Reported procedure: The title compound was prepared from 1-(4-nitro-benzyl)-1H-indole-3-carboxylic acid methyl ester and 4-tert-butylbenzenesulfonyl chloride followed the procedure of Example 3 Step 2 as a light brown solid: 1H NMR (DMSO-d6) δ 1.24 (s, 9H), 5.36 (s, 2H), 7.04 (d, J=8.5 Hz, 2H), 7.13-7.18 (m, 4H), 7.45 (dd, J=6.1, 2.6 Hz, 1H), 7.52 (d, J=8.8 Hz, 2H), 7.66 (d, J=8.8 Hz, 2H), 8.00 (dd, J=6.1, 2.6 Hz, 1H), 8.13 (s, 1H), 10.23 (br s, 1H), 11.98 (br s, 1H); MS (ESI) m/z 463 (MH+), 461 ([M−H]−); HRMS calc... Starting materials: C(C)(=O)[O-].[Na+] (sodium acetate), BrBr (Bromine), NC1=C2N=CN(C2=NC(=N1)CCC(C)O)C (4-(6-amino-9-methyl-9H-purin-2-yl)butan-2-ol), C(C)(=O)O (acetic acid). Solvent: O (water), CO.C1CCOC1 (MeOH THF), C(C)(=O)[O-] (acetate). Reaction conditions: time 10 minute. Yields the product NC1=C2N=C(N(C2=NC(=N1)CCC(C)O)C)Br (4-(6-Amino-8-bromo-9-methyl-9H-purin-2-yl)butan-2-ol). RXN SMILES: [Br:1]Br.[NH2:3][C:4]1[N:12]=[C:11]([CH2:13][CH2:14][CH:15]([OH:17])[CH3:16])[N:10]=[C:9]2[C:5]=1[N:6]=[CH:7][N:8]2[CH3:18].C([O-])(=O)C.[Na+].C(O)(=O)C>CO.C1COCC1.C([O-])(=O)C.O>[NH2:3][C:4]1[N:12]=[C:11]([CH2:13][CH2:14][CH:15]([OH:17])[CH3:16])[N:10]=[C:9]2[C:5]=1[N:6]=[C:7]([Br:1])[N:8]2[CH3:18] |f:2.3,5.6|. Procedure: Bromine (2.1 ml, 41 mmol) was added dropwise at −14° C. to a solution of 4-(6-amino-9-methyl-9H-purin-2-yl)butan-2-ol (800 mg, 3.60 mmol) in a mixture of MeOH/THF (20 ml, 1/1) and acetate buffer pH=4 (10 ml). The latter was obtained dissolving 4 g of sodium acetate in 100 ml of water and by adjusting to pH 4 through addition of glacial acetic acid. The reaction was stirred at this temperature for 10 minutes and then at RT for 10 minutes. Excess of bromine was quenched by addition of sodium metab... The reactants are CN(CCCN)C (N,N-Dimethylpropane-1,3-diamine), C([O-])([O-])=O.[K+].[K+] (potassium carbonate), FC1=CC=C(C=C1)[N+](=O)[O-] (1-fluoro-4-nitrobenzene). Conditions: temperature 70 celsius. The product is CN(C)CCCNC1=CC=C(C=C1)[N+](=O)[O-] (4-[3-(N,N-dimethylamino)propylamino]nitrobenzene). Yield: 109.7%. As a reaction SMILES: [CH3:1][N:2]([CH3:7])[CH2:3][CH2:4][CH2:5][NH2:6].C(=O)([O-])[O-].[K+].[K+].F[C:15]1[CH:20]=[CH:19][C:18]([N+:21]([O-:23])=[O:22])=[CH:17][CH:16]=1>>[CH3:1][N:2]([CH2:3][CH2:4][CH2:5][NH:6][C:15]1[CH:20]=[CH:19][C:18]([N+:21]([O-:23])=[O:22])=[CH:17][CH:16]=1)[CH3:7] |f:1.2.3|. Procedure: N,N-Dimethylpropane-1,3-diamine (4.90 ml, 39 mmol) and potassium carbonate (6.37 g, 46 mmol) were added to 1-fluoro-4-nitrobenzene (5.0 g, 35 mmol) and the mixture was heated at 70° C. for 3 hours. Insoluble material was removed by filtration and the filtrate was concentrated. The residue was dissolved in ethyl acetate (100 ml) and the solution was washed with water (3×100 ml) and saturated sodium chloride (100 ml) and dried. The solvent was removed by evaporation to give the product as a yellow... Starting materials: O (water), C=1(C(=CC=CC1)N)C1=CC=CC=C1 ([1,1′-biphenyl]-2-amine), C([O-])([O-])=O.[Cs+].[Cs+] (cesium carbonate), FC(OC1=CC=C(C=C1)N1N=C(N=C1)C1=CC=C(C=C1)CC(=O)N=[N+]=[N-])(F)F (2-(4-(1-(4-(trifluoromethoxy)phenyl)-1H-1,2,4-triazol-3-yl)phenyl)acetyl azide), C(C)#N (acetonitrile), C(C)#N (acetonitrile). Conditions: time 18 hour. The product is C1(=C(C=CC=C1)NC(=O)NCC1=CC=C(C=C1)C1=NN(C=N1)C1=CC=C(C=C1)OC(F)(F)F)C1=CC=CC=C1 (1-([1,1′-biphenyl]-2-yl)-3-(4-(1-(4-(trifluoromethoxy)phenyl)-1H-1,2,4-triazol-3-yl)benzyl)urea). Yield: 28.0%. Reaction SMILES: [F:1][C:2]([F:28])([F:27])[O:3][C:4]1[CH:9]=[CH:8][C:7]([N:10]2[CH:14]=[N:13][C:12]([C:15]3[CH:20]=[CH:19][C:18]([CH2:21]C(N=[N+]=[N-])=O)=[CH:17][CH:16]=3)=[N:11]2)=[CH:6][CH:5]=1.[C:29]1([C:36]2[CH:41]=[CH:40][CH:39]=[CH:38][CH:37]=2)[C:30]([NH2:35])=[CH:31][CH:32]=[CH:33][CH:34]=1.[C:42](=[O:45])([O-])[O-].[Cs+].[Cs+].O.C(#[N:51])C>>[C:29]1([C:36]2[CH:37]=[CH:38][CH:39]=[CH:40][CH:41]=2)[CH:34]=[CH:33][CH:32]=[CH:31][C:30]=1[NH:35][C:42]([NH:51][CH2:21][C:18]1[CH:17]=[CH:16][C:15]([C:12]2[N:13]=[CH:14][N:10]([C:7]3[CH:8]=[CH:9][C:4]([O:3][C:2]([F:27])([F:28])[F:1])=[CH:5][CH:6]=3)[N:11]=2)=[CH:20][CH:19]=1)=[O:45] |f:2.3.4|. Procedure details: A solution of 2-(4-(1-(4-(trifluoromethoxy)phenyl)-1H-1,2,4-triazol-3-yl)phenyl)acetyl azide (0.100 g, 0.258 mmol) in acetonitrile (1.25 mL) was heated to 80° C. for 2.5 hours. The resulting solution was cooled to room temperature and [1,1′-biphenyl]-2-amine (0.0479 g, 0.283 mmol) and cesium carbonate (0.0920 g, 0.283 mmol) were added as solids. An additional amount of acetonitrile (1.0 mL) was added and the reaction was allowed to stir for 18 hours at room temperature. The reaction mixture was ... Starting materials: Clc1nnc(Cc2ccncc2)c2ccccc12, ClCCl, NC1CCCCC1, [Na+], O=C([O-])O. The product is c1ccc2c(NC3CCCCC3)nnc(Cc3ccncc3)c2c1. As a reaction SMILES: [Cl:1][c:2]1[n:3][n:4][c:5]([CH2:12][c:13]2[cH:14][cH:15][n:16][cH:17][cH:18]2)[c:6]2[cH:7][cH:8][cH:9][cH:10][c:11]12.[Cl:31][CH2:32][Cl:33].[NH2:19][CH:20]1[CH2:21][CH2:22][CH2:23][CH2:24][CH2:25]1.[Na+:26].[OH:27][C:28](=[O:29])[O-:30]>>[c:2]1([NH:19][CH:20]2[CH2:21][CH2:22][CH2:23][CH2:24][CH2:25]2)[n:3][n:4][c:5]([CH2:12][c:13]2[cH:14][cH:15][n:16][cH:17][cH:18]2)[c:6]2[cH:7][cH:8][cH:9][cH:10][c:11]12. Reactants: OCC1=CC(=C(C(=O)OC)C=C1)[N+](=O)[O-] (methyl 4-hydroxymethyl-2-nitrobenzoate), S(=O)(Cl)Cl (thionyl chloride), N1=CC=CC=C1 (pyridine), CCOCC (ether). The solvent is O1CCCC1 (tetrahydrofuran). Reaction conditions: time 8 hour. The product is ClCC1=CC(=C(C(=O)OC)C=C1)[N+](=O)[O-] (methyl 4-chloromethyl-2-nitrobenzoate). Isolated yield 98.8%. As a reaction SMILES: O[CH2:2][C:3]1[CH:12]=[CH:11][C:6]([C:7]([O:9][CH3:10])=[O:8])=[C:5]([N+:13]([O-:15])=[O:14])[CH:4]=1.S(Cl)([Cl:18])=O.N1C=CC=CC=1.CCOCC>O1CCCC1>[Cl:18][CH2:2][C:3]1[CH:12]=[CH:11][C:6]([C:7]([O:9][CH3:10])=[O:8])=[C:5]([N+:13]([O-:15])=[O:14])[CH:4]=1. Reported procedure: A mixture of methyl 4-hydroxymethyl-2-nitrobenzoate (1.49 g), thionyl chloride (1.08 g), dry pyridine (0.1 g), dry ether (70 ml) and dry tetrahydrofuran (20 ml) was stirred overnight. The reaction mixture was washed in turn with 1N hydrochloric acid and sat. sodium bicarbonate solution, dried over magnesium sulfate and evaporated to give methyl 4-chloromethyl-2-nitrobenzoate (1.60 g). Reactants: ClC1=CC=C(C=C1)CC(=O)NCC1CC2=C(N(C=N2)C(C2=CC=CC=C2)(C2=CC=CC=C2)C2=CC=CC=C2)CC1 (2-(4-chlorophenyl)-N-((1-triphenylmethyl-4,5,6,7-tetrahydro-1H-benzimidazol-5-yl)methyl)acetamide), ClC1=CC=C(C=C1)CC(=O)NCC1CC2=C(N=CN2C(C2=CC=CC=C2)(C2=CC=CC=C2)C2=CC=CC=C2)CC1 (2-(4-chlorophenyl)-N-((3-triphenylmethyl-4,5,6,7-tetrahydro-3H-benzimidazol-5-yl)methyl)acetamide). Solvent: C(C)(=O)O (acetic acid), O (water). Reaction conditions: temperature 90 celsius. The product is ClC1=CC=C(C=C1)CC(=O)NCC1CC2=C(NC=N2)CC1 (2-(4-Chlorophenyl)-N-((4,5,6,7-tetrahydro-1H-benzimidazol-5-yl)methyl)acetamide). Reaction SMILES: [Cl:1][C:2]1[CH:7]=[CH:6][C:5]([CH2:8][C:9]([NH:11][CH2:12][CH:13]2[CH2:40][CH2:39][C:16]3[N:17](C(C4C=CC=CC=4)(C4C=CC=CC=4)C4C=CC=CC=4)[CH:18]=[N:19][C:15]=3[CH2:14]2)=[O:10])=[CH:4][CH:3]=1.ClC1C=CC(CC(NCC2CCC3N=CN(C(C4C=CC=CC=4)(C4C=CC=CC=4)C4C=CC=CC=4)C=3C2)=O)=CC=1>C(O)(=O)C.O>[Cl:1][C:2]1[CH:7]=[CH:6][C:5]([CH2:8][C:9]([NH:11][CH2:12][CH:13]2[CH2:40][CH2:39][C:16]3[NH:17][CH:18]=[N:19][C:15]=3[CH2:14]2)=[O:10])=[CH:4][CH:3]=1. Reported procedure: A solution of a mixture of 2-(4-chlorophenyl)-N-((1-triphenylmethyl-4,5,6,7-tetrahydro-1H-benzimidazol-5-yl)methyl)acetamide and 2-(4-chlorophenyl)-N-((3-triphenylmethyl-4,5,6,7-tetrahydro-3H-benzimidazol-5-yl)methyl)acetamide (0.38 g, 0.80 mmol) in a mixture of acetic acid (5 ml) and water (0.6 ml) was heated to 90° C. for 2 hours. The solvent was removed in vacuo. The crude product was purified by flash chromatography on silica (40 g), using a mixture of DCM/methanol/25% aqueous ammonia (100:1...